Dataset: the Open Reaction Database (ORD), a public repository of structured organic reaction records. Task: describe an organic reaction: reactants, conditions, products, and yield The reactants are OC1=C(C=C(C=C1CN(CC)CC)C)N1N=C2C(=N1)C=CC=C2 (2-(2-Hydroxy-3-diethylaminomethyl-5-methylphenyl)-2H-benzotriazole), OC1=C(C(=O)C2=CC=CC=C2)C=CC(=C1)OCCCCCCCC (2-hydroxy-4-n-octyloxybenzophenone). The product is N=1N(N=C2C1C=CC=C2)C2=C(C(=CC(=C2)C)CC2=C(C(=CC=C2OCCCCCCCC)C(C2=CC=CC=C2)=O)O)O (2-(Benzotriazol- 2- yl )-4-methyl-6-(2-hydroxy- 3-benzoyl-6-n-octyloxybenzyl)phenol), solid. As a reaction SMILES: [OH:1][C:2]1[C:7]([CH2:8]N(CC)CC)=[CH:6][C:5]([CH3:14])=[CH:4][C:3]=1[N:15]1[N:19]=[C:18]2[CH:20]=[CH:21][CH:22]=[CH:23][C:17]2=[N:16]1.[OH:24][C:25]1[CH:38]=[C:37]([O:39][CH2:40][CH2:41][CH2:42][CH2:43][CH2:44][CH2:45][CH2:46][CH3:47])[CH:36]=[CH:35][C:26]=1[C:27]([C:29]1[CH:34]=[CH:33][CH:32]=[CH:31][CH:30]=1)=[O:28]>>[N:16]1[N:15]([C:3]2[CH:4]=[C:5]([CH3:14])[CH:6]=[C:7]([CH2:8][C:38]3[C:37]([O:39][CH2:40][CH2:41][CH2:42][CH2:43][CH2:44][CH2:45][CH2:46][CH3:47])=[CH:36][CH:35]=[C:26]([C:27](=[O:28])[C:29]4[CH:34]=[CH:33][CH:32]=[CH:31][CH:30]=4)[C:25]=3[OH:24])[C:2]=2[OH:1])[N:19]=[C:18]2[CH:20]=[CH:21][CH:22]=[CH:23][C:17]=12. Reported procedure: Following the general procedure of Example 5 using the Mannich intermediate of Example 1 and 2-hydroxy-4-n-octyloxybenzophenone, the title compound is obtained as an off-white crystalline solid melting at 128°-130° C.